Dataset: the Open Reaction Database (ORD), a public repository of structured organic reaction records. Task: describe an organic reaction: reactants, conditions, products, and yield The reactants are CC(C)Br, Nc1ncnc2[nH]nc(I)c12, [K+], [K+], O=C([O-])[O-], CN(C)C=O. Product: CC(C)n1nc(I)c2c(N)ncnc21. RXN SMILES: [CH:18]([CH3:19])([CH3:20])[Br:21].[I:1][c:2]1[n:3][nH:4][c:5]2[n:6][cH:7][n:8][c:9]([NH2:11])[c:10]12.[K+:12].[K+:13].[O-:14][C:15]([O-:16])=[O:17].[O:22]=[CH:23][N:24]([CH3:25])[CH3:26]>>[I:1][c:2]1[n:3][n:4]([CH:18]([CH3:19])[CH3:20])[c:5]2[n:6][cH:7][n:8][c:9]([NH2:11])[c:10]12. Reactants: CCOC(C)=O, CCOCC, COc1ccc2c(Cc3c(Cl)cncc3Cl)nnc(-n3cncn3)c2c1, [Na+], [OH-], OO, O=C(O)C(F)(F)F. The product is COc1ccc2c(Cc3c(Cl)cncc3Cl)n[n+]([O-])c(-n3cncn3)c2c1. RXN SMILES: [C:36]([O:37][CH2:38][CH3:39])(=[O:40])[CH3:41].[CH2:31]([O:33][CH2:32][CH3:34])[CH3:35].[Cl:1][c:2]1[cH:3][n:4][cH:5][c:6]([Cl:26])[c:7]1[CH2:8][c:9]1[n:10][n:11][c:12](-[n:21]2[n:22][cH:23][n:24][cH:25]2)[c:13]2[cH:14][c:15]([O:19][CH3:20])[cH:16][cH:17][c:18]12.[Na+:30].[OH-:29].[OH:27][OH:28].[OH:42][C:43]([C:44]([F:45])([F:46])[F:47])=[O:48]>>[Cl:1][c:2]1[cH:3][n:4][cH:5][c:6]([Cl:26])[c:7]1[CH2:8][c:9]1[n:10][n+:11]([O-:33])[c:12](-[n:21]2[n:22][cH:23][n:24][cH:25]2)[c:13]2[cH:14][c:15]([O:19][CH3:20])[cH:16][cH:17][c:18]12.